From a dataset of the Open Reaction Database (ORD), a public repository of structured organic reaction records. describe an organic reaction: reactants, conditions, products, and yield The reactants are N1=C(C=CC=C1)C1=NOC=C1COC1=NC=C(C(=O)O)C=C1 (6-(3-pyridin-2-yl-isoxazol-4-ylmethoxy)-nicotinic acid), C1(CC1)N (cyclopropylamine). The product is C1(CC1)NC(C1=CN=C(C=C1)OCC=1C(=NOC1)C1=NC=CC=C1)=O (N-Cyclopropyl-6-(3-pyridin-2-yl-isoxazol-4-ylmethoxy)-nicotinamide). Yield: 82.0%. RXN SMILES: [N:1]1[CH:6]=[CH:5][CH:4]=[CH:3][C:2]=1[C:7]1[C:11]([CH2:12][O:13][C:14]2[CH:22]=[CH:21][C:17]([C:18]([OH:20])=O)=[CH:16][N:15]=2)=[CH:10][O:9][N:8]=1.[CH:23]1([NH2:26])[CH2:25][CH2:24]1>>[CH:23]1([NH:26][C:18](=[O:20])[C:17]2[CH:21]=[CH:22][C:14]([O:13][CH2:12][C:11]3[C:7]([C:2]4[CH:3]=[CH:4][CH:5]=[CH:6][N:1]=4)=[N:8][O:9][CH:10]=3)=[N:15][CH:16]=2)[CH2:25][CH2:24]1. Procedure details: As described for example 358 g, 6-(3-pyridin-2-yl-isoxazol-4-ylmethoxy)-nicotinic acid (70 mg, 0.24 mmol) was converted using cyclopropylamine instead of 4-aminotetrahydropyran to the title compound (65 mg, 82%) which was obtained as a white solid. MS: m/e=337.3 [M+H]+. The reactants are O=C1N(C(C=2N=C(NC2N1CCC)C12CCC(CC1)(CC2)CC=O)=O)CCC ([4-(2,6-dioxo-1,3-dipropyl-2,3,6,9-tetrahydro-1H-purin-8-yl)-bicyclo[2.2.2]oct-1-yl]-acetaldehyde), CC(C)=CC (2-methyl-2-butene), [O-]Cl=O.[Na+] (NaClO2). Solvent: CC(C)(C)O (t-BuOH). Conditions: time 14 hour. Product: O=C1N(C(C=2N=C(NC2N1CCC)C12CCC(CC1)(CC2)CC(=O)O)=O)CCC ([4-(2,6-Dioxo-1,3-dipropyl-2,3,6,9-tetrahydro-1H-purin-8-yl)-bicyclo[2.2.2]oct-1-yl]-acetic acid). Reaction SMILES: [O:1]=[C:2]1[N:10]([CH2:11][CH2:12][CH3:13])[C:9]2[NH:8][C:7]([C:14]34[CH2:21][CH2:20][C:17]([CH2:22][CH:23]=[O:24])([CH2:18][CH2:19]3)[CH2:16][CH2:15]4)=[N:6][C:5]=2[C:4](=[O:25])[N:3]1[CH2:26][CH2:27][CH3:28].CC(=CC)C.[O-:34]Cl=O.[Na+]>CC(O)(C)C>[O:1]=[C:2]1[N:10]([CH2:11][CH2:12][CH3:13])[C:9]2[NH:8][C:7]([C:14]34[CH2:19][CH2:18][C:17]([CH2:22][C:23]([OH:34])=[O:24])([CH2:20][CH2:21]3)[CH2:16][CH2:15]4)=[N:6][C:5]=2[C:4](=[O:25])[N:3]1[CH2:26][CH2:27][CH3:28] |f:2.3|. Procedure: To a solution of [4-(2,6-dioxo-1,3-dipropyl-2,3,6,9-tetrahydro-1H-purin-8-yl)-bicyclo[2.2.2]oct-1-yl]-acetaldehyde (170 mg, 0.440 mmol) in t-BuOH (10 ml) and 2-methyl-2-butene (10 eq, 4.4 mmol, 470 μL), cooled with the aid of an ice bath, was added NaClO2 (1.5 eq, 0.66 mmol). The resulting yellow solution was allowed to reach ambient temperature over a period of 14 h then concentrated in vacuo. The resulting oily residue was partitioned between water (10 ml) and CH2Cl2 (10 ml). The aqueous phase...